From a dataset of the Open Reaction Database (ORD), a public repository of structured organic reaction records. describe an organic reaction: reactants, conditions, products, and yield Starting materials: CN1C=2C(=CC(=C(C2C(C2=CC=CC=C12)=O)Cl)Cl)Cl (N-methyl-1,2,4-trichloroacridone), C1(O)=CC(O)=CC=C1 (resorcinol), C([O-])([O-])=O.[K+].[K+] (potassium carbonate), CN1CCCC1=O (NMP). The solvent is O.O1CCCC1.C1(=CC=CC=C1)C (water tetrahydrofuran toluene). Yields the product ClC1=C(C=2C(C3=CC=CC=C3N(C2C(=C1)Cl)C)=O)C1=CC(=CC=C1)O (2,4-Dichloro-1-(3-hydroxyphenyl)-N-methylacridone). RXN SMILES: [CH3:1][N:2]1[C:15]2[C:10](=[CH:11][CH:12]=[CH:13][CH:14]=2)[C:9](=[O:16])[C:8]2[C:7](Cl)=[C:6]([Cl:18])[CH:5]=[C:4]([Cl:19])[C:3]1=2.[C:20]1([CH:27]=[CH:26][CH:25]=[C:23](O)[CH:22]=1)[OH:21].C(=O)([O-])[O-].[K+].[K+].CN1C(=O)CCC1>O.O1CCCC1.C1(C)C=CC=CC=1>[Cl:18][C:6]1[CH:5]=[C:4]([Cl:19])[C:3]2[N:2]([CH3:1])[C:15]3[C:10](=[CH:11][CH:12]=[CH:13][CH:14]=3)[C:9](=[O:16])[C:8]=2[C:7]=1[C:23]1[CH:25]=[CH:26][CH:27]=[C:20]([OH:21])[CH:22]=1 |f:2.3.4,6.7.8|. Procedure details: 8 g (25.6 mmol) of N-methyl-1,2,4-trichloroacridone, 8.46 g (76.8 mmol) of resorcinol, 14.15 g (102.4 mmol) of potassium carbonate and 80 ml of NMP are stirred at 60° C. for 30 hours. The mixture is discharged into water/tetrahydrofuran/toluene. The organic phase is washed with water, dried over sodium sulfate, filtered through silica gel and evaporated. The residue is chromatographed on silica gel using methylene chloride. The fractions containing the product are evaporated, and the residue is ... Reactants: [H-].[Na+] (sodium hydride), oil, COC1=CC=C(C=C1C)C1=NSC2=C1C=C(C=C2)N=C=O (3-(6-methoxy-m-tolyl)-1,2-benzisothiazol-5-yl isocyanate), N\C(=C/C(=O)OCC)\C(F)(F)F (ethyl 3-amino-4,4,4-trifluorocrotonate). Run in CN(C=O)C (N,N-dimethylformamide), CN(C=O)C (N,N-dimethylformamide), CCOCC (ether). Run at temperature -10 celsius, time 90 minute. Product: COC1=CC=C(C=C1C)C1=NSC2=C1C=C(C=C2)N2C(NC(=CC2=O)C(F)(F)F)=O (3-(6-Methoxy-m-tolyl-1,2-benzisothiazol-5-yl]-6-(trifluoromethyl)-2,4(1H,3H)-pyrimidinedione). The yield is 70.3%. As a reaction SMILES: [H-].[Na+].[NH2:3]/[C:4](/[C:11]([F:14])([F:13])[F:12])=[CH:5]\[C:6]([O:8]CC)=O.[CH3:15][O:16][C:17]1[C:22]([CH3:23])=[CH:21][C:20]([C:24]2[C:28]3[CH:29]=[C:30]([N:33]=[C:34]=[O:35])[CH:31]=[CH:32][C:27]=3[S:26][N:25]=2)=[CH:19][CH:18]=1>CCOCC.CN(C)C=O>[CH3:15][O:16][C:17]1[C:22]([CH3:23])=[CH:21][C:20]([C:24]2[C:28]3[CH:29]=[C:30]([N:33]4[C:6](=[O:8])[CH:5]=[C:4]([C:11]([F:12])([F:13])[F:14])[NH:3][C:34]4=[O:35])[CH:31]=[CH:32][C:27]=3[S:26][N:25]=2)=[CH:19][CH:18]=1 |f:0.1|. Reported procedure: A mixture of 60% sodium hydride in mineral oil (15.9 g, 0.397 mol) and N,N-dimethylformamide is cooled to -10° C., treated over one hour with a solution of ethyl 3-amino-4,4,4-trifluorocrotonate (72.7 g, 0.397 mol) in ether, warmed to and stirred at room temperature for 90 minutes, cooled to -70° C., treated over 80 minutes with a solution of 3-(6-methoxy-m-tolyl)-1,2-benzisothiazol-5-yl isocyanate (107 g, 0.361 mol) in N,N-dimethylformamide while maintaining the temperature below about -65° C.,... Starting materials: COC(=O)c1cc(CO)cc([N+](=O)[O-])c1, ClCCl, O=S(Cl)Cl. Product: COC(=O)c1cc(CCl)cc([N+](=O)[O-])c1. RXN SMILES: [CH3:5][O:6][C:7]([c:8]1[cH:9][c:10]([CH2:17][OH:18])[cH:11][c:12]([N+:14](=[O:15])[O-:16])[cH:13]1)=[O:19].[Cl:20][CH2:21][Cl:22].[S:1]([Cl:2])([Cl:3])=[O:4]>>[Cl:3][CH2:17][c:10]1[cH:9][c:8]([C:7]([O:6][CH3:5])=[O:19])[cH:13][c:12]([N+:14](=[O:15])[O-:16])[cH:11]1. The reactants are O=C([O-])[O-], CC(C)(C)C(=O)Cl, [Cl-], ClC(Cl)Cl, Nc1ccc(Cl)cc1, [Na+], [Na+]. Yields the product CC(C)(C)C(=O)Nc1ccc(Cl)cc1. RXN SMILES: [C:9](=[O:10])([O-:11])[O-:12].[CH3:15][C:16]([C:17](=[O:18])[Cl:19])([CH3:20])[CH3:21].[Cl-:22].[Cl:23][CH:24]([Cl:25])[Cl:26].[NH2:1][c:2]1[cH:3][cH:4][c:5]([Cl:6])[cH:7][cH:8]1.[Na+:13].[Na+:14]>>[NH:1]([c:2]1[cH:3][cH:4][c:5]([Cl:6])[cH:7][cH:8]1)[C:17]([C:16]([CH3:15])([CH3:20])[CH3:21])=[O:18]. Reactants: ClC1=C2C(=CC(=NC2=CC(=C1)Cl)C(=O)OC)C(=O)OC (5,7-Dichloro-2,4-dimethoxycarbonylquinoline), [OH-].[Na+] (sodium hydroxide). The solvent is CO (methanol). Yields the product C(=O)(O)C1=NC2=CC(=CC(=C2C(=C1)C(=O)O)Cl)Cl (2,4-Dicarboxy-5,7-dichloroquinoline). Isolated yield 76.5%. RXN SMILES: [Cl:1][C:2]1[CH:11]=[C:10]([Cl:12])[CH:9]=[C:8]2[C:3]=1[C:4]([C:17]([O:19]C)=[O:18])=[CH:5][C:6]([C:13]([O:15]C)=[O:14])=[N:7]2.[OH-].[Na+]>CO>[C:13]([C:6]1[CH:5]=[C:4]([C:17]([OH:19])=[O:18])[C:3]2[C:8](=[CH:9][C:10]([Cl:12])=[CH:11][C:2]=2[Cl:1])[N:7]=1)([OH:15])=[O:14] |f:1.2|. Reported procedure: 5,7-Dichloro-2,4-dimethoxycarbonylquinoline (Example 15a) (28 g) was dissolved in 50% aqueous methanol (700ml) with sodium hydroxide (35.8 g) and the solution was heated at reflux for 18 h. After cooling, the methanol was removed by evaporation and the residue was diluted with water to a volume of approximately 700 ml. Concentrated hydrochloric acid was added to the aqueous solution at 90° C. and the white solid produced was filtered while the filtrate was still hot. The solid was dried in a vac...